describe an organic reaction: reactants, conditions, products, and yield From a dataset of the Open Reaction Database (ORD), a public repository of structured organic reaction records. Reactants: C(C)C1=C2C(=C(C=C(C2=CC=C1)/C=C(/C(=O)OCC)\C)OC)OCOC (ethyl (E)-3-(5-ethyl-3-methoxy-4-methoxymethoxy-1-naphthyl)-2-methylpropenoate). Solvent: CC(=O)C (acetone). Yields the product C(C)C1=C2C(=C(C=C(C2=CC=C1)\C=C(/C(=O)OCC)\C)OC)OCOC (Ethyl (Z)-3-(5-ethyl-3-methoxy-4-methoxymethoxy-1-naphthyl)-2-methylpropenoate). The yield is 42.3%. Reaction SMILES: [CH2:1]([C:3]1[CH:12]=[CH:11][CH:10]=[C:9]2[C:4]=1[C:5]([O:23][CH2:24][O:25][CH3:26])=[C:6]([O:21][CH3:22])[CH:7]=[C:8]2/[CH:13]=[C:14](\[CH3:20])/[C:15]([O:17][CH2:18][CH3:19])=[O:16])[CH3:2]>CC(C)=O>[CH2:1]([C:3]1[CH:12]=[CH:11][CH:10]=[C:9]2[C:4]=1[C:5]([O:23][CH2:24][O:25][CH3:26])=[C:6]([O:21][CH3:22])[CH:7]=[C:8]2/[CH:13]=[C:14](/[CH3:20])\[C:15]([O:17][CH2:18][CH3:19])=[O:16])[CH3:2]. Procedure details: 15.6 g of ethyl (E)-3-(5-ethyl-3-methoxy-4-methoxymethoxy-1-naphthyl)-2-methylpropenoate was dissolved in 300 ml of acetone and irradiated for 2 hours with light from a high pressure mercury lamp through a Pyrex filter. The solvent was evaporated and the resultant residue was purified by silica gel column chromatography (3% ethyl acetate/hexane) to obtain 6.6 g of the titled compound as a yellow oil. At the same time, 9.0 g of a mixture of E and Z isomers was obtained. The reactants are ClC=1C=CC2=C(N([C@H]3[C@@H](S2)[C@H]([C@@H]([C@H](O3)COC(C3=CC=CC=C3)(C3=CC=CC=C3)C3=CC=CC=C3)O)O)CCN(CC)CC)C1 ((2R, 3S, 4S, 4aS, 10aR)-8-chloro-10-(2-diethylaminoethyl) -3,4-dihydroxy-2-trityloxymethly -2, 3, 4, 4a, 10, 10a-hexahydropyrano [3, 2-b] [1, 4] benzothiazine). Solvent: CC(=O)C (acetone), Cl (hydrochloric acid). Run at time 10 minute. The product is Cl.ClC=1C=CC2=C(N([C@H]3[C@@H](S2)[C@H]([C@@H]([C@@H](O3)COC(C3=CC=CC=C3)(C3=CC=CC=C3)C3=CC=CC=C3)O)O)CCN(CC)CC)C1 ((2S, 3S, 4S, 4aS, 10aR)-8-chloro-10-(2-diethylaminoethyl) 3, 4-dihydroxy-2-trityloxymethyl-2, 3, 4, 4a, 10, 10a-hexahydropyrano [3, 2-b] [1, 4] benzothiazine hydrochloride). Yield: 166.6%. Reaction SMILES: [Cl:1][C:2]1[CH:3]=[CH:4][C:5]2[S:10][C@H:9]3[C@@H:11]([OH:37])[C@H:12]([OH:36])[C@@H:13]([CH2:15][O:16][C:17]([C:30]4[CH:35]=[CH:34][CH:33]=[CH:32][CH:31]=4)([C:24]4[CH:29]=[CH:28][CH:27]=[CH:26][CH:25]=4)[C:18]4[CH:23]=[CH:22][CH:21]=[CH:20][CH:19]=4)[O:14][C@H:8]3[N:7]([CH2:38][CH2:39][N:40]([CH2:43][CH3:44])[CH2:41][CH3:42])[C:6]=2[CH:45]=1>CC(C)=O.Cl>[ClH:1].[Cl:1][C:2]1[CH:3]=[CH:4][C:5]2[S:10][C@H:9]3[C@@H:11]([OH:37])[C@H:12]([OH:36])[C@H:13]([CH2:15][O:16][C:17]([C:30]4[CH:31]=[CH:32][CH:33]=[CH:34][CH:35]=4)([C:18]4[CH:23]=[CH:22][CH:21]=[CH:20][CH:19]=4)[C:24]4[CH:25]=[CH:26][CH:27]=[CH:28][CH:29]=4)[O:14][C@H:8]3[N:7]([CH2:38][CH2:39][N:40]([CH2:43][CH3:44])[CH2:41][CH3:42])[C:6]=2[CH:45]=1 |f:3.4|. Procedure: To the solution of 500 mg of the compound (34) obtained in Example 33 in 3 ml of acetone, 1.5 ml of hydrochloric acid-saturated diethyl ether was added at 0° C., and the mixture was stirred for 10 minutes. The precipitate was filtered to obtain 440 mg (yield 82.2%) of the title compound.